Task: describe an organic reaction: reactants, conditions, products, and yield. Dataset: the Open Reaction Database (ORD), a public repository of structured organic reaction records Yields the product ClC1=CC=C(N=N1)N1CCN(CC1)C(=O)OC(C)(C)C (1,1-dimethylethyl 4-(6-chloro-3-pyridazinyl)-1-piperazinecarboxylate). The reactants are N1(CCNCC1)C(=O)OC(C)(C)C (1,1-dimethylethyl 1-piperazinecarboxylate), ClC=1N=NC(=CC1)Cl (3,6-dichloropyridazine), CCN(C(C)C)C(C)C (DIPEA). Procedure: In a microwave vial were mixed: 1,1-dimethylethyl 1-piperazinecarboxylate (135 mg, 0.725 mmol, available from Fluke), 3,6-dichloropyridazine (90 mg, 0.604 mmol, available from Alfa Aesar) and DIPEA (0.137 mL, 0.785 mmol) in Tert-Butanol (2 mL). The reaction was stirred and heated in an Emrys Optimizer microwave at 100° C. for 20 mins then for 30 mins at 150° C. The reaction mixture was partitioned between EtOAc (20 mL) and water (20 mL) and the organic layer washed with brine (20 mL) before bein... Run in C(C)(C)(C)O (Tert-Butanol). Reaction SMILES: [N:1]1([C:7]([O:9][C:10]([CH3:13])([CH3:12])[CH3:11])=[O:8])[CH2:6][CH2:5][NH:4][CH2:3][CH2:2]1.[Cl:14][C:15]1[N:16]=[N:17][C:18](Cl)=[CH:19][CH:20]=1.CCN(C(C)C)C(C)C>C(O)(C)(C)C>[Cl:14][C:15]1[N:16]=[N:17][C:18]([N:4]2[CH2:5][CH2:6][N:1]([C:7]([O:9][C:10]([CH3:13])([CH3:12])[CH3:11])=[O:8])[CH2:2][CH2:3]2)=[CH:19][CH:20]=1. Yield: 63.3%. Run at temperature 100 celsius, time 30 minute. Starting materials: [Cl-].C(C)OC(NCCC[NH+](C)C)=O (N-(3-dimethylammoniopropyl)-carbamic acid ethyl ester chloride), Cl (HCl), C(CCC)O (n-butanol). Product: [Cl-].C(CCC)OC(NCCC[NH+](C)C)=O (N-(3-dimethylammoniopropyl)-carbamic acid butyl ester chloride). As a reaction SMILES: [Cl-:1].[CH2:2]([O:4][C:5](=[O:13])[NH:6][CH2:7][CH2:8][CH2:9][NH+:10]([CH3:12])[CH3:11])[CH3:3].Cl.[CH2:15](O)[CH2:16]CC>>[Cl-:1].[CH2:2]([O:4][C:5](=[O:13])[NH:6][CH2:7][CH2:8][CH2:9][NH+:10]([CH3:11])[CH3:12])[CH2:3][CH2:15][CH3:16] |f:0.1,4.5|. Reported procedure: 21.0 g (0.1 mole) of N-(3-dimethylammoniopropyl)-carbamic acid ethyl ester chloride are suspended in 100 ml of n-butanol. Dry HCl gas is introduced into the suspension for a short time and the mixture is heated for 6 hours at 100° to 115° C while stirring, the hydrochloride going into solution and some ml of liquid distilling off. Then concentrate and drag the residue in vacuum. One obtains 18.0 g of nD20 = 1.4750. Reactants: C(=O)(OCC1=CC=CC=C1)N1[C@H](C(=O)O)C[C@@H](C1)O (N-carbobenzyloxy-cis-4-hydroxy-L-proline), product, CO (methanol), S(O)(O)(=O)=O (sulfuric acid). Solvent: C(Cl)(Cl)Cl (chloroform). Conditions: time 8 hour. Yields the product C(=O)(OCC1=CC=CC=C1)N1[C@H](C(=O)OC)C[C@@H](C1)O (N-Carbobenzyloxy-cis-4-hydroxy-L-proline, methyl ester). RXN SMILES: [C:1]([N:11]1[CH2:18][C@@H:17]([OH:19])[CH2:16][C@H:12]1[C:13]([OH:15])=[O:14])([O:3][CH2:4][C:5]1[CH:10]=[CH:9][CH:8]=[CH:7][CH:6]=1)=[O:2].[CH3:20]O.S(=O)(=O)(O)O>C(Cl)(Cl)Cl>[C:1]([N:11]1[CH2:18][C@@H:17]([OH:19])[CH2:16][C@H:12]1[C:13]([O:15][CH3:20])=[O:14])([O:3][CH2:4][C:5]1[CH:6]=[CH:7][CH:8]=[CH:9][CH:10]=1)=[O:2]. Procedure: 6.5 g (0.024 mole) of N-carbobenzyloxy-cis-4-hydroxy-L-proline [J.A.C.S., 79, 189 (1957)] is dissolved in 65 ml. of methanol, stirred, and treated with 0.65 ml. of concentrated sulfuric acid. After stirring at room temperature for one-half hour, the solution is allowed to stand overnight. The bulk of solvent is removed on a rotary evaporator and the oily residue (13 g.) is taken up in 70 ml. of ether and washed with 35 ml. of 10% sodium bicarbonate solution. The wash is back extracted with 35 ml...